Dataset: the Open Reaction Database (ORD), a public repository of structured organic reaction records. Task: describe an organic reaction: reactants, conditions, products, and yield Procedure: 1-Benzylthio-2-phenyl-2-propene (13.2 g, 0.055 moles) is dissolved in methanol (300 cc) and water (300 cc). Oxone (36.9 g, 0.12 moles as HKSO5) is added portionwise and the mixture is stirred at ambient temperature for three hours. The reaction mixture is diluted with water (1,000 cc), pentane (100 cc) is added, and the mixture is stirred vigorously until crystallization takes place. White crystals of 1-benzylsulphonyl-2-phenyl-2-propene (10.7 g, 72%) are obtained by filtration followed by dryin... Reactants: O (water), C(C1=CC=CC=C1)SCC(=C)C1=CC=CC=C1 (1-Benzylthio-2-phenyl-2-propene), O (water), OOS(=O)[O-].[K+] (Oxone). Solvent: CCCCC (pentane), CO (methanol). Run at time 3 hour. The yield is 72.0%. The product is C(C1=CC=CC=C1)S(=O)(=O)CC(=C)C1=CC=CC=C1 (1-benzylsulphonyl-2-phenyl-2-propene). Reaction SMILES: [CH2:1]([S:8][CH2:9][C:10]([C:12]1[CH:17]=[CH:16][CH:15]=[CH:14][CH:13]=1)=[CH2:11])[C:2]1[CH:7]=[CH:6][CH:5]=[CH:4][CH:3]=1.[OH:18]OS([O-])=O.[K+].[OH2:24]>CO.CCCCC>[CH2:1]([S:8]([CH2:9][C:10]([C:12]1[CH:17]=[CH:16][CH:15]=[CH:14][CH:13]=1)=[CH2:11])(=[O:18])=[O:24])[C:2]1[CH:7]=[CH:6][CH:5]=[CH:4][CH:3]=1 |f:1.2|. Reactants: Cl.C(C)(=O)OC(COC(C)CCCCCCCCCCCCCC)CN(C)C ((±)-3-dimethylamino-1-(2-hexadecyloxy)-2-propyl acetate hydrochloride), CCCCC (n-pentane). Product: Cl.C(C)(=O)OC(COCCCCCCCCCCCCCCCCCC)CN(C)C ((±)-3-Dimethylamino-1-octadecyloxy-2-propyl acetate hydrochloride). As a reaction SMILES: [ClH:1].[C:2]([O:5][CH:6]([CH2:25][N:26]([CH3:28])[CH3:27])[CH2:7][O:8][CH:9]([CH2:11][CH2:12][CH2:13][CH2:14][CH2:15][CH2:16][CH2:17][CH2:18][CH2:19][CH2:20][CH2:21][CH2:22][CH2:23][CH3:24])C)(=[O:4])[CH3:3].[CH3:29][CH2:30][CH2:31]CC>>[ClH:1].[C:2]([O:5][CH:6]([CH2:25][N:26]([CH3:27])[CH3:28])[CH2:7][O:8][CH2:9][CH2:11][CH2:12][CH2:13][CH2:14][CH2:15][CH2:16][CH2:17][CH2:18][CH2:19][CH2:20][CH2:21][CH2:22][CH2:23][CH2:24][CH2:29][CH2:30][CH3:31])(=[O:4])[CH3:3] |f:0.1,3.4|. Procedure details: 1 l) (±)-3-dimethylamino-1-(2-hexadecyloxy)-2-propyl acetate hydrochloride; m.p. 78°-89° C. from n-pentane; yield 83.6%; and The reactants are O[C@@H](CCCC(=O)OCC)C ((R)-ethyl 5-hydroxyhexanoate), N1C=NC=C1 (imidazole), O (Water), C(C)(C)(C)[Si](C1=CC=CC=C1)(C1=CC=CC=C1)Cl (tert-butylchlorodiphenylsilane). Run in CN(C)C=O (DMF). Reaction conditions: time 16 hour. Yields the product [Si](C1=CC=CC=C1)(C1=CC=CC=C1)(C(C)(C)C)O[C@@H](CCCC(=O)OCC)C ((R)-ethyl 5-((tert-butyldiphenylsilyl)oxy)hexanoate). The yield is 80.4%. RXN SMILES: [OH:1][C@H:2]([CH3:11])[CH2:3][CH2:4][CH2:5][C:6]([O:8][CH2:9][CH3:10])=[O:7].N1C=CN=C1.[C:17]([Si:21](Cl)([C:28]1[CH:33]=[CH:32][CH:31]=[CH:30][CH:29]=1)[C:22]1[CH:27]=[CH:26][CH:25]=[CH:24][CH:23]=1)([CH3:20])([CH3:19])[CH3:18].O>CN(C=O)C>[Si:21]([O:1][C@H:2]([CH3:11])[CH2:3][CH2:4][CH2:5][C:6]([O:8][CH2:9][CH3:10])=[O:7])([C:17]([CH3:20])([CH3:19])[CH3:18])([C:28]1[CH:29]=[CH:30][CH:31]=[CH:32][CH:33]=1)[C:22]1[CH:27]=[CH:26][CH:25]=[CH:24][CH:23]=1. Reported procedure: To a solution of (R)-ethyl 5-hydroxyhexanoate (5 g, 31.2 mmol) in DMF (100 mL) at 0° C. was added imidazole (3.19 g, 46.8 mmol) followed by tert-butylchlorodiphenylsilane (12.00 mL, 46.8 mmol) and the resulting mixture was stirred at room temp for 16 h. Water (30 mL) was then added and the mixture was extracted with ether (2×100 mL). Ether layer was then washed with brine (50 mL), dried (Na2SO4), filtered and concentrated. The residue was purified via Biotage (0-10% EtOAc/hexane) to afford (R)-e... The reactants are C[Si](O[C@H]1C(O[C@@H]([C@H]([C@@H]1O[Si](C)(C)C)O[Si](C)(C)C)CO[Si](C)(C)C)=O)(C)C ((3R,4S,5R,6R)-3,4,5-tris(trimethylsilyloxy)-6-(trimethylsilyloxymethyl)tetrahydropyran-2-one), BrC=1C=CC(=C(C1)CC1=CC(=C(C=C1)OCC)F)Cl (4-[(5-bromo-2-chloro-phenyl)methyl]-1-ethoxy-2-fluoro-benzene), CS(=O)(=O)O (methylsulfonic acid), [Li]CCCC (nBuLi), CCCCCC (n-hexane). Solvent: C1CCOC1 (THF), C1CCOC1 (THF), CO (methanol). Run at temperature -78 celsius, time 1 hour. Product: ClC1=C(C=C(C=C1)[C@@]1(O[C@@H]([C@H]([C@@H]([C@H]1O)O)O)CO)OC)CC1=CC(=C(C=C1)OCC)F ((2S,3R,4S,5S,6R)-2-[4-chloro-3-[(4-ethoxy-3-fluoro-phenyl)methyl]phenyl]-6-(hydroxymethyl)-2-methoxy-tetrahydropyran-3,4,5-triol). RXN SMILES: Br[C:2]1[CH:3]=[CH:4][C:5]([Cl:19])=[C:6]([CH2:8][C:9]2[CH:14]=[CH:13][C:12]([O:15][CH2:16][CH3:17])=[C:11]([F:18])[CH:10]=2)[CH:7]=1.[Li][CH2:21]CCC.CCCCCC.C[Si](C)(C)[O:33][C@@H:34]1[C@@H:39]([O:40][Si](C)(C)C)[C@H:38]([O:45][Si](C)(C)C)[C@@H:37]([CH2:50][O:51][Si](C)(C)C)[O:36][C:35]1=[O:56].CS(O)(=O)=O>C1COCC1.CO>[Cl:19][C:5]1[CH:4]=[CH:3][C:2]([C@@:35]2([O:56][CH3:21])[C@H:34]([OH:33])[C@@H:39]([OH:40])[C@H:38]([OH:45])[C@@H:37]([CH2:50][OH:51])[O:36]2)=[CH:7][C:6]=1[CH2:8][C:9]1[CH:14]=[CH:13][C:12]([O:15][CH2:16][CH3:17])=[C:11]([F:18])[CH:10]=1. Procedure details: 4-[(5-bromo-2-chloro-phenyl)methyl]-1-ethoxy-2-fluoro-benzene 4e (7.36 g, 21.4 mmol) was dissolved in 30 mL THF and cooled to −78° C., followed by dropwise addition of a solution of nBuLi in n-hexane (10.27 mL, 25.7 mmol). After stirring for 1 hour at −78° C., a solution (20 mL) of (3R,4S,5R,6R)-3,4,5-tris(trimethylsilyloxy)-6-(trimethylsilyloxymethyl)tetrahydropyran-2-one 2f (11 g, 23.6 mmol) in THF was added before the reaction mixture was stirred for 2 hours at −78° C. Then the reaction mixtu... Reactants: O(C1=CC=CC=C1)CC(C(C1=CC2=C(N=C(S2)N)C=C1)O)N1CCC(CC1)CC1=CC=CC=C1 (1-phenoxymethyl-1-(4-benzylpiperidin-1-yl)-2-hydroxy-2-(2-aminobenzothiazol-6-yl)-ethane). Run in ClCCl (dichloromethane). Run at time 20 minute. Product: NC=1SC2=C(N1)C=CC(=C2)C(C(COC2=CC=CC=C2)N2CCC(CC2)CC2=CC=CC=C2)=O ((+) 1-(2-Amino-benzothiazol-6-yl)-3-phenoxy-2-(4-benzyl-piperidin-1-yl) -propan-1-one). RXN SMILES: [O:1]([CH2:8][CH:9]([N:22]1[CH2:27][CH2:26][CH:25]([CH2:28][C:29]2[CH:34]=[CH:33][CH:32]=[CH:31][CH:30]=2)[CH2:24][CH2:23]1)[CH:10]([OH:21])[C:11]1[CH:20]=[CH:19][C:14]2[N:15]=[C:16]([NH2:18])[S:17][C:13]=2[CH:12]=1)[C:2]1[CH:7]=[CH:6][CH:5]=[CH:4][CH:3]=1>ClCCl>[NH2:18][C:16]1[S:17][C:13]2[CH:12]=[C:11]([C:10](=[O:21])[CH:9]([N:22]3[CH2:27][CH2:26][CH:25]([CH2:28][C:29]4[CH:34]=[CH:33][CH:32]=[CH:31][CH:30]=4)[CH2:24][CH2:23]3)[CH2:8][O:1][C:2]3[CH:7]=[CH:6][CH:5]=[CH:4][CH:3]=3)[CH:20]=[CH:19][C:14]=2[N:15]=1. Procedure: After stirring for 20 min., a solution of 3 g of (±) threo 1-phenoxymethyl-1-(4-benzylpiperidin-1-yl)-2-hydroxy-2-(2-aminobenzothiazol-6-yl)-ethane in 30 ml of dichloromethane was slowly added dropwise and the resulting cloudy solution was stirred for 20 min. The reactants are CS(=O)(=O)Cl (Methanesulphonyl chloride), CN(CC=1OC2=C(N1)C=C(C=C2)N)CCC2=CC=C(C=C2)N (N-methyl-N-(5-aminobenzoxazol-2-ylmethyl)-4-aminophenethylamine). Run in N1=CC=CC=C1 (pyridine). Yields the product CN(CC=1OC2=C(N1)C=C(C=C2)NS(=O)(=O)C)CCC2=CC=C(C=C2)NS(=O)(=O)C (N-Methyl-N-(5-methanesulphonamidobenzoxazol-2-ylmethyl)-4methanesulphonamidophenethylamine). As a reaction SMILES: [CH3:1][S:2](Cl)(=[O:4])=[O:3].[CH3:6][N:7]([CH2:19][CH2:20][C:21]1[CH:26]=[CH:25][C:24]([NH2:27])=[CH:23][CH:22]=1)[CH2:8][C:9]1[O:10][C:11]2[CH:17]=[CH:16][C:15]([NH2:18])=[CH:14][C:12]=2[N:13]=1>N1C=CC=CC=1>[CH3:6][N:7]([CH2:19][CH2:20][C:21]1[CH:22]=[CH:23][C:24]([NH:27][S:2]([CH3:1])(=[O:4])=[O:3])=[CH:25][CH:26]=1)[CH2:8][C:9]1[O:10][C:11]2[CH:17]=[CH:16][C:15]([NH:18][S:2]([CH3:1])(=[O:4])=[O:3])=[CH:14][C:12]=2[N:13]=1. Procedure details: Methanesulphonyl chloride (0.38 g, 3.3 mmole) and N-methyl-N-(5-aminobenzoxazol-2-ylmethyl)-4-aminophenethylamine (see Preparation 1C - 0.45 g, 1.5 mmole) in pyridine (20 ml) when reacted together under conditions similar to those of Example 2 gave the title compound, yield from ethanol 0.25 g, m.p. 174°-176°.